This data is from the Open Reaction Database (ORD), a public repository of structured organic reaction records. The task is: describe an organic reaction: reactants, conditions, products, and yield The reactants are C(C)(C)[C@H]1[C@@H](C[C@@H](CC1)C)C=O ((1R,2S,5R)-2-isopropyl-5-methylcyclohexanecarbaldehyde), C(CC)[Mg]Br (propylmagnesium bromide). Run in C1CCOC1 (THF). Yields the product C(C)(C)[C@H]1[C@@H](C[C@@H](CC1)C)C(CCC)O (1-((1R,2S,5R)-2-isopropyl-5-methylcyclohexyl)butan-1-ol). As a reaction SMILES: [CH:1]([C@@H:4]1[CH2:9][CH2:8][C@@H:7]([CH3:10])[CH2:6][C@H:5]1[CH:11]=[O:12])([CH3:3])[CH3:2].[CH2:13]([Mg]Br)[CH2:14][CH3:15]>C1COCC1>[CH:1]([C@@H:4]1[CH2:9][CH2:8][C@@H:7]([CH3:10])[CH2:6][C@H:5]1[CH:11]([OH:12])[CH2:13][CH2:14][CH3:15])([CH3:3])[CH3:2]. Procedure: To a solution of (1R,2S,5R)-2-isopropyl-5-methylcyclohexanecarbaldehyde (4.64 g, 27.6 mmol) in THF (120 mL) at 0° C. was slowly added propylmagnesium bromide (2 M in THF, 28 mL). After the reaction was allowed to warm to room temperature over 1 h it was again cooled to 0° C. The reaction was quenched with 1 N HCl and partitioned between brine and MTBE. The organic layer was dried (MgSO4) and concentrated. The residue was purified by silica chromatography to give the desired alcohol (1.65 g). The reactants are C(C)(C)(C)OC(=O)N1CCC(CC1)N1N=CC=2C1=NC=NC2NC2=C(C=C(C=C2)S(=O)(=O)C)F (4-[4-(2-Fluoro-4-methanesulfonyl-phenylamino)-pyrazolo[3,4-d]pyrimidin-1-yl]-piperidine-1-carboxylic acid tert-butyl ester), FC(C(=O)O)(F)F (trifluoroacetic acid), C(C(C)(C)C)(=O)Cl (pivaloyl chloride). Solvent: ClCCl (dichloromethane). Yields the product FC1=C(C=CC(=C1)S(=O)(=O)C)NC1=C2C(=NC=N1)N(N=C2)C2CCN(CC2)C(C(C)(C)C)=O (1-{4-[4-(2-Fluoro-4-methanesulfonyl-phenylamino)-pyrazolo[3,4-d]pyrimidin-1-yl]-piperidin-1-yl}-2,2-dimethyl-propan-1-one). Reaction SMILES: C(O[C:6]([N:8]1[CH2:13][CH2:12][CH:11]([N:14]2[C:18]3=[N:19][CH:20]=[N:21][C:22]([NH:23][C:24]4[CH:29]=[CH:28][C:27]([S:30]([CH3:33])(=[O:32])=[O:31])=[CH:26][C:25]=4[F:34])=[C:17]3[CH:16]=[N:15]2)[CH2:10][CH2:9]1)=[O:7])(C)(C)C.FC(F)(F)C(O)=O.[C:42](Cl)(=O)[C:43](C)([CH3:45])[CH3:44]>ClCCl>[F:34][C:25]1[CH:26]=[C:27]([S:30]([CH3:33])(=[O:31])=[O:32])[CH:28]=[CH:29][C:24]=1[NH:23][C:22]1[N:21]=[CH:20][N:19]=[C:18]2[N:14]([CH:11]3[CH2:12][CH2:13][N:8]([C:6](=[O:7])[C:43]([CH3:45])([CH3:44])[CH3:42])[CH2:9][CH2:10]3)[N:15]=[CH:16][C:17]=12. Procedure details: 1-{4-[4-(2-Fluoro-4-methanesulfonyl-phenylamino)-pyrazolo[3,4-d]pyrimidin-1-yl]-piperidin-1-yl}-2,2-dimethyl-propan-1-one was prepared according to General Procedure J by the reaction of 4-[4-(2-fluoro-4-methanesulfonyl-phenylamino)-pyrazolo[3,4-d]pyrimidin-1-yl]-piperidine-1-carboxylic acid tert-butyl ester (Example 1) with trifluoroacetic acid in dichloromethane followed by reaction with pivaloyl chloride (available from Aldrich Chemical Company, Inc., Milwaukee, Wis., USA). 1H NMR (400 MHz, D... Reactants: S (H2S), C(C)(C)(C)O (tertiary-butanol). Yields the product C(C)(C)(C)SC(C)(C)C (di-tertiary-butyl sulfide). Reaction SMILES: [SH2:1].[C:2](O)([CH3:5])([CH3:4])[CH3:3]>>[C:2]([S:1][C:2]([CH3:5])([CH3:4])[CH3:3])([CH3:5])([CH3:4])[CH3:3]. Reported procedure: In a similar manner, ethanol and H2S may be reacted to produce diethyl sulfide, isopropanol and H2S may be reacted to produce di-isopropyl sulfide; tertiary-butanol may be reacted with H2S to produce di-tertiary-butyl sulfide; and octanol-1 may be reacted with H2S to produce di-n-octyl sulfide.